The task is: describe an organic reaction: reactants, conditions, products, and yield. This data is from the Open Reaction Database (ORD), a public repository of structured organic reaction records. The reactants are amine, C(C)(C)N(CC)C(C)C (diisopropylethylamine), N,N-dimethylaminopyridine, C(C1=CC=CC=C1)[C@@H]([C@H](C(OC1CCCCC1)NS(=O)(=O)C1=CC=C(C=C1)OC)O)NC(OC(C)(C)C)=O (tert-butyl N-((1S,2R)-1-benzyl-3-(cyclohexyloxy)[(4-methoxyphenyl)sulfonyl]amino-2-hydroxypropyl)carbamate), C(OC1COCOC1)(OC1=CC=C(C=C1)[N+](=O)[O-])=O (1,3-dioxan-5-yl 4-nitrophenyl carbonate), C(C)#N (acetonitrile). The solvent is FC(C(=O)O)(F)F (trifluoroacetic acid). Run at time 20 hour. The product is C(C1=CC=CC=C1)[C@@H]([C@H](C(OC1CCCCC1)NS(=O)(=O)C1=CC=C(C=C1)OC)O)NC(OC1COCOC1)=O (1,3-dioxan-5-yl N-((1S,2R)-1-benzyl-3-(cyclohexyloxy)[(4-methoxyphenyl)sulfonyl]amino-2-hydroxypropyl)carbamate). The yield is 19.2%. RXN SMILES: [CH2:1]([C@H:8]([NH:31][C:32](=[O:38])[O:33][C:34](C)([CH3:36])[CH3:35])[C@@H:9]([OH:30])[CH:10]([NH:18][S:19]([C:22]1[CH:27]=[CH:26][C:25]([O:28][CH3:29])=[CH:24][CH:23]=1)(=[O:21])=[O:20])[O:11][CH:12]1[CH2:17][CH2:16][CH2:15][CH2:14][CH2:13]1)[C:2]1[CH:7]=[CH:6][CH:5]=[CH:4][CH:3]=1.[C:39](=O)([O:47]C1C=CC([N+]([O-])=O)=CC=1)[O:40]C1COCOC1.C(N(C(C)C)CC)(C)C.C(#N)C>FC(F)(F)C(O)=O>[CH2:1]([C@H:8]([NH:31][C:32](=[O:38])[O:33][CH:34]1[CH2:35][O:47][CH2:39][O:40][CH2:36]1)[C@@H:9]([OH:30])[CH:10]([NH:18][S:19]([C:22]1[CH:27]=[CH:26][C:25]([O:28][CH3:29])=[CH:24][CH:23]=1)(=[O:20])=[O:21])[O:11][CH:12]1[CH2:13][CH2:14][CH2:15][CH2:16][CH2:17]1)[C:2]1[CH:3]=[CH:4][CH:5]=[CH:6][CH:7]=1. Procedure details: tert-butyl N-((1S,2R)-1-benzyl-3-(cyclohexyloxy)[(4-methoxyphenyl)sulfonyl]amino-2-hydroxypropyl)carbamate (0.09 mmol, 50 mg) was stirred in 1 mL trifluoroacetic acid (TFA) at room temperature for 5 hours. The TFA was removed under vacuum, and the resulting residue was dissolved in ethyl acetate, washed with 5% aq. potassium carbonate solution, brine, dried over magnesium sulfate, and concentrated to a residue. The resulting free amine, 1,3-dioxan-5-yl 4-nitrophenyl carbonate (0.09 mmol, 25 mg),... The reactants are BrC=1C(=C2C(=NC1)NC(=N2)C2=CC=C(C=C2)CN)N2CCN(CC2)CC=2C=NC=CC2 ((4-(6-bromo-7-(4-(pyridin-3-ylmethyl)piperazin-1-yl)-3H-imidazo[4,5-b]pyridin-2-yl)phenyl)methanamine), ClC=1C(=C2C(=NC1)NC(=N2)C2=CC=C(CN1CCN(CC1)C(=O)OC(C)(C)C)C=C2)N2CCN(CC2)CC=2C=NC=NC2 (tert-butyl 4-(4-(6-chloro-7-(4-(pyrimidin-5-ylmethyl)piperazin-1-yl)-3H-imidazo[4,5-b]pyridin-2-yl)benzyl)piperazine-1-carboxylate), C(=O)(C(F)(F)F)O (TFA). Run in C(Cl)Cl (CH2Cl2). Product: ClC=1C(=C2C(=NC1)NC(=N2)C2=CC=C(C=C2)CN2CCNCC2)N2CCN(CC2)CC=2C=NC=NC2 (6-Chloro-2-(4-(piperazin-1-ylmethyl)phenyl)-7-(4-(pyrimidin-5-ylmethyl)piperazin-1-yl)-3H-imidazo[4,5-b]pyridine). Yield: 55.6%. As a reaction SMILES: BrC1C(N2CCN(CC3C=NC=CC=3)CC2)=C2N=C(C3C=CC(CN)=CC=3)NC2=NC=1.[Cl:32][C:33]1[C:34]([N:62]2[CH2:67][CH2:66][N:65]([CH2:68][C:69]3[CH:70]=[N:71][CH:72]=[N:73][CH:74]=3)[CH2:64][CH2:63]2)=[C:35]2[N:41]=[C:40]([C:42]3[CH:61]=[CH:60][C:45]([CH2:46][N:47]4[CH2:52][CH2:51][N:50](C(OC(C)(C)C)=O)[CH2:49][CH2:48]4)=[CH:44][CH:43]=3)[NH:39][C:36]2=[N:37][CH:38]=1.C(O)(C(F)(F)F)=O>C(Cl)Cl>[Cl:32][C:33]1[C:34]([N:62]2[CH2:63][CH2:64][N:65]([CH2:68][C:69]3[CH:70]=[N:71][CH:72]=[N:73][CH:74]=3)[CH2:66][CH2:67]2)=[C:35]2[N:41]=[C:40]([C:42]3[CH:61]=[CH:60][C:45]([CH2:46][N:47]4[CH2:52][CH2:51][NH:50][CH2:49][CH2:48]4)=[CH:44][CH:43]=3)[NH:39][C:36]2=[N:37][CH:38]=1. Procedure: This was prepared using the same procedure as for (4-(6-bromo-7-(4-(pyridin-3-ylmethyl)piperazin-1-yl)-3H-imidazo[4,5-b]pyridin-2-yl)phenyl)methanamine, but here using tert-butyl 4-(4-(6-chloro-7-(4-(pyrimidin-5-ylmethyl)piperazin-1-yl)-3H-imidazo[4,5-b]pyridin-2-yl)benzyl)piperazine-1-carboxylate (15 mg, 0.025 mmol), TFA (0.2 mL) and CH2Cl2 (1 mL). The same purification procedure gave the desired product (7 mg, 56%) as a pale yellow solid; δH (500 MHz, DMSO-d6) 2.32 (s, br, 4H, piperazine N(CH2...